From a dataset of the Open Reaction Database (ORD), a public repository of structured organic reaction records. describe an organic reaction: reactants, conditions, products, and yield Starting materials: C(C1=CC=CC=C1)N1CCNCC1 (1-benzylpiperazine), FC1=CC=C(CN2C(=CC3=CC=CC=C23)C(=O)O)C=C1 (1-(4-fluorobenzyl)-1H-indole-2-carboxylic acid), C=1C=CC2=C(C1)N=NN2O (HOBT), CCN(C(C)C)C(C)C (Hunig's Base), C(CCl)Cl (EDC). Solvent: CN(C)C=O (DMF), C(C)OCC.C(C)(=O)OCC (diethylether ethyl acetate). Conditions: time 22 hour. The product is C(C1=CC=CC=C1)N1CCN(CC1)C(=O)C=1N(C2=CC=CC=C2C1)CC1=CC=C(C=C1)F ((4-benzylpiperazin-1-yl)(1-(4-fluorobenzyl)-1H-indol-2-yl)methanone). The yield is 71.7%. RXN SMILES: [F:1][C:2]1[CH:20]=[CH:19][C:5]([CH2:6][N:7]2[C:15]3[C:10](=[CH:11][CH:12]=[CH:13][CH:14]=3)[CH:9]=[C:8]2[C:16]([OH:18])=O)=[CH:4][CH:3]=1.CCN(C(C)C)C(C)C.C(Cl)CCl.C1C=CC2N(O)N=NC=2C=1.[CH2:44]([N:51]1[CH2:56][CH2:55][NH:54][CH2:53][CH2:52]1)[C:45]1[CH:50]=[CH:49][CH:48]=[CH:47][CH:46]=1>C(OCC)C.C(OCC)(=O)C.CN(C=O)C>[CH2:44]([N:51]1[CH2:56][CH2:55][N:54]([C:16]([C:8]2[N:7]([CH2:6][C:5]3[CH:4]=[CH:3][C:2]([F:1])=[CH:20][CH:19]=3)[C:15]3[C:10]([CH:9]=2)=[CH:11][CH:12]=[CH:13][CH:14]=3)=[O:18])[CH2:53][CH2:52]1)[C:45]1[CH:46]=[CH:47][CH:48]=[CH:49][CH:50]=1 |f:5.6|. Procedure details: The following was added sequentially to anhydrous DMF: 1-(4-fluorobenzyl)-1H-indole-2-carboxylic acid (50 mg, 0.186 mmol), Hunig's Base (0.065 ml, 0.371 mmol), EDC (46.3 mg, 0.241 mmol), HOBT (37.0 mg, 0.241 mmol), and 1-benzylpiperazine (32.7 mg, 0.186 mmol). The solution was allowed to stir at room temperature for 22 h. At this time, a 1:1 solution of diethylether/ethyl acetate (5 mL) was added, and this was washed with aqueous 10% Na2CO3 (3×2 mL). The extract was then dried with anhydrous MgS... The reactants are BrCC1=CC=C(C=C1)S(=O)(=O)NC (4-bromomethyl-N-methyl-benzenesulfonamide), [N-]=[N+]=[N-].[Na+] (sodium azide), O (water). The solvent is C(C)(=O)OCC (ethyl acetate), CN(C)C=O (DMF). Conditions: temperature 40 celsius, time 16 hour. Product: N(=[N+]=[N-])CC1=CC=C(C=C1)S(=O)(=O)NC (4-azidomethyl-N-methyl-benzenesulfonamide). RXN SMILES: Br[CH2:2][C:3]1[CH:8]=[CH:7][C:6]([S:9]([NH:12][CH3:13])(=[O:11])=[O:10])=[CH:5][CH:4]=1.[N-:14]=[N+:15]=[N-:16].[Na+].O>CN(C=O)C.C(OCC)(=O)C>[N:14]([CH2:2][C:3]1[CH:8]=[CH:7][C:6]([S:9]([NH:12][CH3:13])(=[O:11])=[O:10])=[CH:5][CH:4]=1)=[N+:15]=[N-:16] |f:1.2|. Reported procedure: To a stirred room temperature solution of 4-bromomethyl-N-methyl-benzenesulfonamide (2.70 g, 10.0 mmol) in DMF (15 mL) was added sodium azide (0.90 g, 13 mmol). The mixture was stirred at 40° C. for 16 hours. The solution was poured into water (60 mL) and diluted with ethyl acetate (100 mL). The organic layer was separated and washed with brine (30 mL), dried over sodium sulfate and concentrated in vacuo to afford 4-azidomethyl-N-methyl-benzenesulfonamide Reactants: COC(CC1=C(NC2=CC(=CC=C12)Cl)C(C1=CC(=CC=C1)Br)=O)=O (Methyl[6-chloro-2-(3-bromobenzoyl)-1H-indol-3-yl]acetate), O1C(=CC=C1)B(O)O (furan-2-boronic acid). Yields the product COC(CC1=C(NC2=CC(=CC=C12)Cl)C(C1=CC(=CC=C1)C=1OC=CC1)=O)=O (Methyl[6-chloro-2-[3-(2-furyl)benzoyl]-1H-indol-3-yl]acetate). As a reaction SMILES: [CH3:1][O:2][C:3](=[O:24])[CH2:4][C:5]1[C:13]2[C:8](=[CH:9][C:10]([Cl:14])=[CH:11][CH:12]=2)[NH:7][C:6]=1[C:15](=[O:23])[C:16]1[CH:21]=[CH:20][CH:19]=[C:18](Br)[CH:17]=1.[O:25]1[CH:29]=[CH:28][CH:27]=[C:26]1B(O)O>>[CH3:1][O:2][C:3](=[O:24])[CH2:4][C:5]1[C:13]2[C:8](=[CH:9][C:10]([Cl:14])=[CH:11][CH:12]=2)[NH:7][C:6]=1[C:15](=[O:23])[C:16]1[CH:21]=[CH:20][CH:19]=[C:18]([C:26]2[O:25][CH:29]=[CH:28][CH:27]=2)[CH:17]=1. Procedure: The title compound was prepared according to the procedure described in Example 207 from methyl[6-chloro-2-(3-bromobenzoyl)-1H-indol-3-yl]acetate (Example 215) and furan-2-boronic acid. The reactants are C(C1=CC=CC=C1)(=O)O[C@@H](C(=O)OC)CC=1C(=C2C=NNC2=C(C1)Cl)CCl ((R)-3-(7-chloro-4-(chloromethyl)-1H-indazol-5-yl)-1-methoxy-1-oxopropan-2-yl benzoate), C(C)#N (acetonitrile), FC(CN)(F)F (2,2,2-trifluoroethylamine), C([O-])([O-])=O.[K+].[K+] (potassium carbonate). Run in CO (methanol). Run at time 20 minute. Yields the product C(C1=CC=CC=C1)(=O)O[C@@H](C(=O)OC)CC=1C(=C2C=NNC2=C(C1)Cl)CNCC(F)(F)F ((R)-3-(7-chloro-4-((2,2,2-trifluoroethylamino)methyl)-1H-indazol-5-yl)-1-methoxy-1-oxopropan-2-yl benzoate). Reaction SMILES: [C:1]([O:9][C@H:10]([CH2:15][C:16]1[C:17]([CH2:26]Cl)=[C:18]2[C:22](=[C:23]([Cl:25])[CH:24]=1)[NH:21][N:20]=[CH:19]2)[C:11]([O:13][CH3:14])=[O:12])(=[O:8])[C:2]1[CH:7]=[CH:6][CH:5]=[CH:4][CH:3]=1.C(#N)C.[F:31][C:32]([F:36])([F:35])[CH2:33][NH2:34].C(=O)([O-])[O-].[K+].[K+]>CO>[C:1]([O:9][C@H:10]([CH2:15][C:16]1[C:17]([CH2:26][NH:34][CH2:33][C:32]([F:36])([F:35])[F:31])=[C:18]2[C:22](=[C:23]([Cl:25])[CH:24]=1)[NH:21][N:20]=[CH:19]2)[C:11]([O:13][CH3:14])=[O:12])(=[O:8])[C:2]1[CH:3]=[CH:4][CH:5]=[CH:6][CH:7]=1 |f:3.4.5|. Procedure details: (R)-3-(7-chloro-4-(chloromethyl)-1H-indazol-5-yl)-1-methoxy-1-oxopropan-2-yl benzoate (6.80 g, 16.7 mmol) in acetonitrile (70.0 ml, 1340 mmol) was added 2,2,2-trifluoroethylamine (8.27 g, 84 mmol). After 20 min, potassium carbonate (2.308 g, 16.70 mmol) was added and the reaction mixture was refluxed for 2 h. The solvent was evaporated and the crude product was dissolved in a mixture of dichloromethane and chloroform. A thick emulsion formed and addition of methanol provided a clear organic phas... Reactants: C(CCC)C=1C=C2C(=CC(C(=O)Cl)=NC2=CC1)Cl (6-butyl-4-chloroquinaldoyl chloride), NC1=NN=NN1 (5-aminotetrazole). The product is ClC1=CC(C(=O)NC2=NN=NN2)=NC2=CC=CC=C12 (4-Chloro-N-(1H-tetrazol-5-yl)quinaldamide). Reaction SMILES: C([C:5]1[CH:6]=[C:7]2[C:15](=[CH:16][CH:17]=1)[N:14]=[C:10]([C:11](Cl)=[O:12])[CH:9]=[C:8]2[Cl:18])CCC.[NH2:19][C:20]1[NH:24][N:23]=[N:22][N:21]=1>>[Cl:18][C:8]1[C:7]2[C:15](=[CH:16][CH:17]=[CH:5][CH:6]=2)[N:14]=[C:10]([C:11]([NH:19][C:20]2[NH:24][N:23]=[N:22][N:21]=2)=[O:12])[CH:9]=1. Procedure: In a similar manner 6-butyl-4-chloro-N-(1H-tetrazol-5-yl)quinaldamine, m.p. 275° was prepared from 6-butyl-4-chloroquinaldoyl chloride and 5-aminotetrazole. The reactants are NCC(=O)N(C)C1=C(C(=C(C=C1)C)COC1=CC=CC=2N(C(=NC21)OC)CC2=NC=CC=C2)C (2-amino-N-(3-(((2-methoxy-1-(pyridin-2-ylmethyl)-1H-benzo[d]imidazol-4-yl)oxy)methyl)-2,4-dimethylphenyl)-N-methylacetamide), COC(=O)NC1=CC=C(C=N1)CCC(=O)O (3-(6-((methoxycarbonyl)amino)pyridin-3-yl)propanoic acid), C36H39N7O6. Product: COC1=NC2=C(N1CC1=NC=CC=C1)C=CC=C2OCC=2C(=C(C=CC2C)N(C(CNC(CCC=2C=CC(=NC2)NC(OC)=O)=O)=O)C)C (methyl (5-(3-((2-((3-(((2-methoxy-1-(pyridin-2-ylmethyl)-1H-benzo[d]imidazol-4-yl)oxy)methyl)-2,4-dimethylphenyl)(methyl)amino)-2-oxoethyl)amino)-3-oxopropyl)pyridin-2-yl)carbamate). RXN SMILES: [NH2:1][CH2:2][C:3]([N:5]([C:7]1[CH:12]=[CH:11][C:10]([CH3:13])=[C:9]([CH2:14][O:15][C:16]2[C:24]3[N:23]=[C:22]([O:25][CH3:26])[N:21]([CH2:27][C:28]4[CH:33]=[CH:32][CH:31]=[CH:30][N:29]=4)[C:20]=3[CH:19]=[CH:18][CH:17]=2)[C:8]=1[CH3:34])[CH3:6])=[O:4].[CH3:35][O:36][C:37]([NH:39][C:40]1[N:45]=[CH:44][C:43]([CH2:46][CH2:47][C:48](O)=[O:49])=[CH:42][CH:41]=1)=[O:38]>>[CH3:26][O:25][C:22]1[N:21]([CH2:27][C:28]2[CH:33]=[CH:32][CH:31]=[CH:30][N:29]=2)[C:20]2[CH:19]=[CH:18][CH:17]=[C:16]([O:15][CH2:14][C:9]3[C:8]([CH3:34])=[C:7]([N:5]([CH3:6])[C:3](=[O:4])[CH2:2][NH:1][C:48](=[O:49])[CH2:47][CH2:46][C:43]4[CH:42]=[CH:41][C:40]([NH:39][C:37](=[O:38])[O:36][CH3:35])=[N:45][CH:44]=4)[CH:12]=[CH:11][C:10]=3[CH3:13])[C:24]=2[N:23]=1. Procedure: 2-amino-N-(3-(((2-methoxy-1-(pyridin-2-ylmethyl)-1H-benzo[d]imidazol-4-yl)oxy)methyl)-2,4-dimethylphenyl)-N-methylacetamide and 3-(6-((methoxycarbonyl)amino)pyridin-3-yl)propanoic acid were used to prepare 4 using the method described for 1. LCMS (+APCI) 666 (M+). 1H-NMR (CDCl3, δ ppm): 1H-NMR (CDCl3, δ ppm): 8.58 (m, 1H), 8.06 (d, J=1.6 Hz, 1H), 7.85 (d, J=8.4 Hz, 1H), 7.55 (m, 3H), 7.20 (m, 1H), 7.13 (d, J=8.0 Hz, 1H), 7.03 (m, 2H), 6.93 (d, J=8.0 Hz, 1H), 6.81 (m, 2H), 6.43 (bt, J=4.0 Hz, 1H)... Starting materials: CN1N=CC(=C1C1OCC=CCC1)[N+](=O)[O-] (1-methyl-4-nitro-5-(2,3,4,7-tetrahydrooxepin-2-yl)pyrazole), C1=CC(=CC(=C1)Cl)C(=O)OO (m-CPBA). The solvent is C(Cl)Cl (DCM), C(Cl)Cl (DCM). Run at time 18 hour. Yields the product C12CCC(OCC2O1)C1=C(C=NN1C)[N+](=O)[O-] (racemic 5-(5,8-dioxabicyclo[5.1.0]octan-4-yl)-1-methyl-4-nitro-pyrazole). Isolated yield 43.2%. Reaction SMILES: [CH3:1][N:2]1[C:6]([CH:7]2[CH2:13][CH2:12][CH:11]=[CH:10][CH2:9][O:8]2)=[C:5]([N+:14]([O-:16])=[O:15])[CH:4]=[N:3]1.C1C=C(Cl)C=C(C(OO)=[O:25])C=1>C(Cl)Cl>[CH:11]12[O:25][CH:10]1[CH2:9][O:8][CH:7]([C:6]1[N:2]([CH3:1])[N:3]=[CH:4][C:5]=1[N+:14]([O-:16])=[O:15])[CH2:13][CH2:12]2. Procedure: To a solution of 1-methyl-4-nitro-5-(2,3,4,7-tetrahydrooxepin-2-yl)pyrazole (1.00 g, 4.74 mmol) in DCM (25 mL) was added m-CPBA (70-75%, 1.75 g, 7.11 mmol) and the reaction mixture was stirred at room temperature for 18 hr. The reaction mixture was diluted with DCM (50 mL), washed with saturated aqueous NaHCO3 (50 mL), water (50 mL) and brine (50 mL). The organic layer was separated, dried over MgSO4, and concentrated under reduced pressure. Purification via silica gel column chromatography (0-3... Reactants: OC=1N=C(C2=CC=CC=C2C1)C1=C(C(=O)O)C=CC=C1 (o-(3-hydroxy-1-isoquinolinyl)-benzoic acid), OS(=O)(=O)O (H2SO4). The solvent is O (water). Conditions: temperature 130 celsius, time 1 hour. Product: O=C1C=2C=3C(=CC(=NC3C3=C1C=CC=C3)O)C=CC2 (7-oxo-7H-dibenzo[d e,h]-quinolin-2-ol). Reaction SMILES: [OH:1][C:2]1[N:3]=[C:4]([C:12]2[CH:20]=[CH:19][CH:18]=[CH:17][C:13]=2[C:14](O)=[O:15])[C:5]2[C:10]([CH:11]=1)=[CH:9][CH:8]=[CH:7][CH:6]=2.OS(O)(=O)=O>O>[O:15]=[C:14]1[C:13]2[CH:17]=[CH:18][CH:19]=[CH:20][C:12]=2[C:4]2[N:3]=[C:2]([OH:1])[CH:11]=[C:10]3[CH:9]=[CH:8][CH:7]=[C:6]1[C:5]=23. Procedure details: 103 g. of o-(3-hydroxy-1-isoquinolinyl)-benzoic acid were dispersed in 310 ml. of 96% H2SO4. This dispersion was then heated to 130° C. and kept under stirring at that temperature for one hour. The reaction mass was then cooled to about 90° C. and was then carefully poured into about 20 liters of hot water at 90°-95° C. The reaction mass was then stirred for 1 hour while leaving it to cool down.